Task: describe an organic reaction: reactants, conditions, products, and yield. Dataset: the Open Reaction Database (ORD), a public repository of structured organic reaction records Reactants: ClCCl, CCNc1cc(Cl)ncc1CO, O=[Mn]=O. Yields the product CCNc1cc(Cl)ncc1C=O. As a reaction SMILES: [Cl:13][CH2:14][Cl:15].[Cl:1][c:2]1[cH:3][c:4]([NH:10][CH2:11][CH3:12])[c:5]([CH2:8][OH:9])[cH:6][n:7]1.[O:16]=[Mn:17]=[O:18]>>[Cl:1][c:2]1[cH:3][c:4]([NH:10][CH2:11][CH3:12])[c:5]([CH:8]=[O:9])[cH:6][n:7]1.